From a dataset of the Open Reaction Database (ORD), a public repository of structured organic reaction records. describe an organic reaction: reactants, conditions, products, and yield Starting materials: NCC(O)C=1C=C(C(=O)OC)C=CC1NS(=O)(=O)C (methyl 3-[2-amino-1-(R,S)-hydroxyethyl]-4-[(methylsulfonyl)amino]benzoate), [OH-].[Na+] (sodium hydroxide), Cl (hydrochloric acid). Conditions: time 4 hour. Yields the product O.NCC(O)C=1C=C(C(=O)O)C=CC1NS(=O)(=O)C (3-[2-Amino-1-(R,S)-hydroxyethyl]-4-[(methylsulfonyl)amino]benzoic acid hydrate). Isolated yield 152.9%. Reaction SMILES: [NH2:1][CH2:2][CH:3]([C:5]1[CH:6]=[C:7]([CH:12]=[CH:13][C:14]=1[NH:15][S:16]([CH3:19])(=[O:18])=[O:17])[C:8]([O:10]C)=[O:9])[OH:4].[OH-].[Na+].Cl>>[OH2:4].[NH2:1][CH2:2][CH:3]([C:5]1[CH:6]=[C:7]([CH:12]=[CH:13][C:14]=1[NH:15][S:16]([CH3:19])(=[O:18])=[O:17])[C:8]([OH:10])=[O:9])[OH:4] |f:1.2,4.5|. Procedure: A mixture of methyl 3-[2-amino-1-(R,S)-hydroxyethyl]-4-[(methylsulfonyl)amino]benzoate (50 mg, 0.17 mmol) in 1N sodium hydroxide (44 μL, 0.44 mmol) was stirred at room temperature for 4 h. The mixture was neutralized with dilute hydrochloric acid and let stand overnight at room temperature. A white precipitate accumulated which was collected by filtration, washed with water, and dried to give 38 mg (81%) of the title compound as a white powder, mp 274°-276° C. Starting materials: C(CCC)[Sn](CCCC)(CCCC)Cl (tri-n-butylstannyl chloride), C[Si](C)(C)[N-][Si](C)(C)C.[Li+].C1CCOC1 (lithium bis(trimethylsilyl)amide THF), CSC=1C=C(C=NC1)C(C=1N=CN2C1SC=C2)O (7-[(5-methylthiopyridin-3-yl)hydroxymethyl]imidazo[5,1-b]thiazole), ketone. The reagents and catalysts are [O-2].[O-2].[Mn+4] (manganese dioxide). The product is ketone, CSC=1C=C(C=NC1)C(=O)C=1N=CN2C1SC(=C2)[Sn](CCCC)(CCCC)CCCC (7-(5-Methylthiopyridin-3-yl)carbonyl-2-(tri-n-butylstannyl)imidazo[5,1-b]thiazole). As a reaction SMILES: [CH3:1][S:2][C:3]1[CH:4]=[C:5]([CH:9]([OH:18])[C:10]2[N:11]=[CH:12][N:13]3[CH:17]=[CH:16][S:15][C:14]=23)[CH:6]=[N:7][CH:8]=1.[CH2:19]([Sn:23](Cl)([CH2:28][CH2:29][CH2:30][CH3:31])[CH2:24][CH2:25][CH2:26][CH3:27])[CH2:20][CH2:21][CH3:22].C[Si]([N-][Si](C)(C)C)(C)C.[Li+].C1COCC1>[O-2].[O-2].[Mn+4]>[CH3:1][S:2][C:3]1[CH:4]=[C:5]([C:9]([C:10]2[N:11]=[CH:12][N:13]3[CH:17]=[C:16]([Sn:23]([CH2:24][CH2:25][CH2:26][CH3:27])([CH2:28][CH2:29][CH2:30][CH3:31])[CH2:19][CH2:20][CH2:21][CH3:22])[S:15][C:14]=23)=[O:18])[CH:6]=[N:7][CH:8]=1 |f:2.3.4,5.6.7|. Procedure details: A ketone compound (408 mg) was prepared in substantially the same manner as in step b) of Synthesis Example 1, except that 430 mg of 7-[(5-methylthiopyridin-3-yl)hydroxymethyl]imidazo[5,1-b]thiazole and 320 mg of manganese dioxide were used as the starting compounds. 7-(5-Methylthiopyridin-3-yl)carbonyl-2-(tri-n-butylstannyl)imidazo[5,1-b]thiazole (179 mg) was prepared in substantially the same manner as in step c) of Synthesis Example 1, except that 138 mg of the ketone compound, 0.300 ml of tr...